From a dataset of the Open Reaction Database (ORD), a public repository of structured organic reaction records. describe an organic reaction: reactants, conditions, products, and yield The reactants are C(C)O (ethanol), N1(CCC1)C(=O)C1=CC=C(C=N1)OC=1C=C(C(=O)NC2=NC=C(N=C2)C)C=C(C1)OCC1=CC=CC=C1 (3-{[6-(Azetidin-1-ylcarbonyl)pyridin-3-yl]oxy}-N-(5-methylpyrazin-2-yl)-5-[(phenylmethyl)oxy]benzamide), CO (Methanol). The reagents and catalysts are [Pd] (palladium on charcoal). Run in C(C)(=O)OCC (ethyl acetate). Conditions: time 16 hour. Yields the product N1(CCC1)C(=O)C1=CC=C(C=N1)OC=1C=C(C(=O)NC2=NC=C(N=C2)C)C=C(C1)O (3-{[6-(Azetidin-1-ylcarbonyl)pyridin-3-yl]oxy}-5-hydroxy-N-(5-methylpyrazin-2-yl)benzamide). Yield: 99.0%. As a reaction SMILES: [N:1]1([C:5]([C:7]2[N:12]=[CH:11][C:10]([O:13][C:14]3[CH:15]=[C:16]([CH:27]=[C:28]([O:30]CC4C=CC=CC=4)[CH:29]=3)[C:17]([NH:19][C:20]3[CH:25]=[N:24][C:23]([CH3:26])=[CH:22][N:21]=3)=[O:18])=[CH:9][CH:8]=2)=[O:6])[CH2:4][CH2:3][CH2:2]1.C(O)C.CO>C(OCC)(=O)C.[Pd]>[N:1]1([C:5]([C:7]2[N:12]=[CH:11][C:10]([O:13][C:14]3[CH:15]=[C:16]([CH:27]=[C:28]([OH:30])[CH:29]=3)[C:17]([NH:19][C:20]3[CH:25]=[N:24][C:23]([CH3:26])=[CH:22][N:21]=3)=[O:18])=[CH:9][CH:8]=2)=[O:6])[CH2:2][CH2:3][CH2:4]1. Reported procedure: 3-{[6-(Azetidin-1-ylcarbonyl)pyridin-3-yl]oxy}-N-(5-methylpyrazin-2-yl)-5-[(phenylmethyl)oxy]benzamide (3.9 g, 7.9 mmol) was dissolved in ethyl acetate (200 mL) and ethanol (200 mL) then 10% palladium on charcoal added. The reaction was stirred under an atmosphere of hydrogen for 16 hours. Methanol (150 mL) was added to aid solubilisation of the material and the suspension filtered, the residue taken up in DMF, filtered and the combined filtrates evaporated to dryness to give the desired materia...